Dataset: the Open Reaction Database (ORD), a public repository of structured organic reaction records. Task: describe an organic reaction: reactants, conditions, products, and yield Starting materials: BrC1=C(C=C(C=C1)F)C (1-bromo-4-fluoro-2-methyl-benzene), C1(=C(C=CC=C1)P(C1=C(C=CC=C1)C)C1=C(C=CC=C1)C)C (tri-o-tolylphosphine), CCN(C(C)C)C(C)C (DIPEA), C(C=C)(=O)OCC (ethyl acrylate). Reagents/catalysts: C(C)(=O)[O-].[Pd+2].C(C)(=O)[O-] (palladium acetate). Run in C(CC)#N (propionitrile). Run at temperature 90 celsius, time 8 hour. The product is C(C)OC(C=CC1=C(C=C(C=C1)F)C)=O (3-(4-Fluoro-2-methyl-phenyl)-acrylic acid ethyl ester). Isolated yield 99.9%. As a reaction SMILES: Br[C:2]1[CH:7]=[CH:6][C:5]([F:8])=[CH:4][C:3]=1[CH3:9].C1(C)C=CC=CC=1P(C1C=CC=CC=1C)C1C=CC=CC=1C.CCN(C(C)C)C(C)C.[C:41]([O:45][CH2:46][CH3:47])(=[O:44])[CH:42]=[CH2:43]>C(#N)CC.C([O-])(=O)C.[Pd+2].C([O-])(=O)C>[CH2:46]([O:45][C:41](=[O:44])[CH:42]=[CH:43][C:2]1[CH:7]=[CH:6][C:5]([F:8])=[CH:4][C:3]=1[CH3:9])[CH3:47] |f:5.6.7|. Procedure details: A mixture of 1-bromo-4-fluoro-2-methyl-benzene (5.00 g, 26.45 mmol), palladium acetate (0.59 g, 2.64 mmol), tri-o-tolylphosphine (1.61 g, 5.29 mmol), DIPEA (13.8 mL, 79.35 mmol) and ethyl acrylate (3.34 mL, 105.80 mmol) in propionitrile (106 mL) is stirred at 90° C. under nitrogen overnight. The mixture is ed off through Celite and washed with ethyl acetate. The mixture is concentrated under reduced pressure, purified by flash chromatography by eluting with hexane:ethyl acetate 10:1 to afford th... Starting materials: OCCC1=C(C=CC=C1)S(=O)(=O)NC(C)(C)C (2-(2-hydroxyethyl)-N-(1,1-dimethylethyl)benzenesulfonamide), C1(=CC=CC=C1)P(C1=CC=CC=C1)C1=CC=CC=C1 (triphenylphosphine), C(Cl)(Cl)(Cl)Cl (carbon tetrachloride). The product is ClCCC1=C(C=CC=C1)S(=O)(=O)NC(C)(C)C (2-(2-Chloroethyl)-N-(1,1-dimethylethyl)benzenesulfonamide). Reaction SMILES: O[CH2:2][CH2:3][C:4]1[CH:9]=[CH:8][CH:7]=[CH:6][C:5]=1[S:10]([NH:13][C:14]([CH3:17])([CH3:16])[CH3:15])(=[O:12])=[O:11].C1(P(C2C=CC=CC=2)C2C=CC=CC=2)C=CC=CC=1.C(Cl)(Cl)(Cl)[Cl:38]>>[Cl:38][CH2:2][CH2:3][C:4]1[CH:9]=[CH:8][CH:7]=[CH:6][C:5]=1[S:10]([NH:13][C:14]([CH3:17])([CH3:16])[CH3:15])(=[O:12])=[O:11]. Reported procedure: A solution of 32.5 g of the alcohol from Example 1 and 32.5 g triphenylphosphine in 244 ml of carbon tetrachloride was stirred at room temperature and under an atmosphere of nitrogen for 72 hours. Excess carbon tetrachloride was removed in vacuo to give 83 g of a crude yellow oil. Purification by silica gel chromatography (hexanes-20% ethyl acetate) afforded a colorless viscous oil which crystallized on standing. The product was isolated by trituration with hexanes, filtration, and drying. The y... Starting materials: CC1(C(CC(CC1)=O)=O)C (4,4-Dimethyl-1,3-cyclohexanedione), BrC=1C(=C(C=O)C=C(C1)Br)O (3,5-dibromo-2-hydroxybenzaldehyde), NC1=NNC=C1 (3-aminopyrazole). The product is BrC=1C(=C(C=C(C1)Br)C1N2C(NC=3CCC(C(C13)=O)(C)C)=CC=N2)O (9-(3,5-Dibromo-2-hydroxyphenyl)-7,7-dimethyl-5,6,7,9-tetrahydropyrazolo[5,1-b]quinazolin-8(4H)-one). RXN SMILES: [CH3:1][C:2]1([CH3:10])[CH2:7][CH2:6][C:5](=O)[CH2:4][C:3]1=[O:9].[Br:11][C:12]1[C:13]([OH:21])=[C:14]([CH:17]=[C:18]([Br:20])[CH:19]=1)[CH:15]=O.[NH2:22][C:23]1[CH:27]=[CH:26][NH:25][N:24]=1>>[Br:11][C:12]1[C:13]([OH:21])=[C:14]([CH:15]2[C:4]3[C:3](=[O:9])[C:2]([CH3:10])([CH3:1])[CH2:7][CH2:6][C:5]=3[NH:22][C:23]3=[CH:27][CH:26]=[N:25][N:24]23)[CH:17]=[C:18]([Br:20])[CH:19]=1. Procedure: 4,4-Dimethyl-1,3-cyclohexanedione, 3,5-dibromo-2-hydroxybenzaldehyde and 3-aminopyrazole were processed as described in General Procedure A to provide the title compound. The reactants are ClC1=CC=C(C=C1)[C@H]1[C@@H](N=C(S1)SC)C (trans-5-(4-chlorophenyl)-4-methyl-2-methylthio-2-thiazoline), [N+](=O)([O-])CC(=O)OCC (ethyl nitroacetate). Reagents/catalysts: [Cl-].[Zn+2].[Cl-] (zinc chloride). Run in C(Cl)(Cl)Cl (chloroform). Run at time 5 hour. Product: ClC1=CC=C(C=C1)[C@H]1[C@@H](NC(S1)=C([N+](=O)[O-])C(=O)OCC)C (Trans-5-(4-chlorophenyl)-4-methyl-2-(1-ethoxycarbonyl-1-nitromethylene)-thiazolidine). Isolated yield 63.5%. Reaction SMILES: [Cl:1][C:2]1[CH:7]=[CH:6][C:5]([C@@H:8]2[S:12][C:11](SC)=[N:10][C@H:9]2[CH3:15])=[CH:4][CH:3]=1.[N+:16]([CH2:19][C:20]([O:22][CH2:23][CH3:24])=[O:21])([O-:18])=[O:17]>[Cl-].[Zn+2].[Cl-].C(Cl)(Cl)Cl>[Cl:1][C:2]1[CH:7]=[CH:6][C:5]([C@@H:8]2[S:12][C:11](=[C:19]([C:20]([O:22][CH2:23][CH3:24])=[O:21])[N+:16]([O-:18])=[O:17])[NH:10][C@H:9]2[CH3:15])=[CH:4][CH:3]=1 |f:2.3.4|. Procedure: 9 g of trans-5-(4-chlorophenyl)-4-methyl-2-methylthio-2-thiazoline, 4.7 g of ethyl nitroacetate, and 0.06 g of zinc chloride were added into a 100 ml capacity of four neck flask, and the mixture was heated under nitrogen flow at the temperature ranging from 110˜130° C. for about five hours. After the completion of the reaction, the product mixture was dissolved with chloroform, washed with water, dried with magnesium sulfate, and then condensed under reduced pressure. The oily product obtained w... Reactants: C(C1=CC=CC=C1)O[C@H]1CC(O)O[C@H]([C@H]1OCC1=CC=CC=C1)C(F)(F)F (3,4-di-O-benzyl-2,6-dideoxy-6,6,6-trifluoro-L-lyxo-hexopyranose), C(C)(=O)OC(C)=O (acetic anhydride). Yields the product C(C)(=O)OC1C[C@H](OCC2=CC=CC=C2)[C@H](OCC2=CC=CC=C2)[C@@H](O1)C(F)(F)F (1-O-acetyl-3,4-di-O-benzyl-2,6-dideoxy-6,6,6-trifluoro-L-lyxo-hexopyranose). Reaction SMILES: [CH2:1]([O:8][C@@H:9]1[C@H:15]([O:16][CH2:17][C:18]2[CH:23]=[CH:22][CH:21]=[CH:20][CH:19]=2)[C@H:14]([C:24]([F:27])([F:26])[F:25])[O:13][CH:11]([OH:12])[CH2:10]1)[C:2]1[CH:7]=[CH:6][CH:5]=[CH:4][CH:3]=1.[C:28](OC(=O)C)(=[O:30])[CH3:29]>>[C:28]([O:12][CH:11]1[O:13][C@@H:14]([C:24]([F:27])([F:26])[F:25])[C@@H:15]([O:16][CH2:17][C:18]2[CH:19]=[CH:20][CH:21]=[CH:22][CH:23]=2)[C@@H:9]([O:8][CH2:1][C:2]2[CH:3]=[CH:4][CH:5]=[CH:6][CH:7]=2)[CH2:10]1)(=[O:30])[CH3:29]. Procedure details: Step (9'): The 1-hydroxyl group of Compound 74 is then acetylated with acetic anhydride to produce 1-O-acetyl-3,4-di-O-benzyl-2,6-dideoxy-6,6,6-trifluoro-L-lyxo-hexopyranose [Compound 75] of the formula ##STR115##